This data is from the Open Reaction Database (ORD), a public repository of structured organic reaction records. The task is: describe an organic reaction: reactants, conditions, products, and yield Reactants: C1(CC1)C=C1C=2N(CCN1C(=O)OC(C)(C)C)N=C(N2)C(F)(F)F (tert-butyl 8-(cyclopropylmethylene)-2-(trifluoromethyl)-5,6-dihydro[1,2,4]triazolo[1,5-α]pyrazine-7(8H)-carboxylate). The reagents and catalysts are [Pd] (palladium on carbon). Run in C(C)O (ethanol). Reaction conditions: time 8 hour. Product: C(C)(C)(C)OC(=O)N1C(C=2N(CC1)N=C(N2)C(F)(F)F)CC2CC2 (7-N-(tert-Butoxycarbonyl)-8-(cyclopropylmethyl)-2-(trifluoromethyl)-5,6,7,8-tetrahydro[1,2,4]triazolo[1,5-α]pyrazine). Reaction SMILES: [CH:1]1([CH:4]=[C:5]2[N:10]([C:11]([O:13][C:14]([CH3:17])([CH3:16])[CH3:15])=[O:12])[CH2:9][CH2:8][N:7]3[N:18]=[C:19]([C:21]([F:24])([F:23])[F:22])[N:20]=[C:6]23)[CH2:3][CH2:2]1>[Pd].C(O)C>[C:14]([O:13][C:11]([N:10]1[CH2:9][CH2:8][N:7]2[N:18]=[C:19]([C:21]([F:23])([F:22])[F:24])[N:20]=[C:6]2[CH:5]1[CH2:4][CH:1]1[CH2:2][CH2:3]1)=[O:12])([CH3:17])([CH3:15])[CH3:16]. Procedure details: A mixture of 50 mg (0.15 mmol) of tert-butyl 8-(cyclopropylmethylene)-2-(trifluoromethyl)-5,6-dihydro[1,2,4]triazolo[1,5-α]pyrazine-7(8H)-carboxylate and 25 mg of 10% palladium on carbon in 0.5 mL of ethanol was stirred under an atmosphere of hydrogen overnight. The mixture was filtered and the filtrate concentrated to give the title compound. The reactants are C(N)(=O)C1=C(C=C(N=N1)N[C@H]1[C@H](COCC1)NC(OC(C)(C)C)=O)NC1=NC(=C(C=C1)F)C(C)C (tert-butyl (3R,4R)-4-(6-carbamoyl-5-(5-fluoro-6-isopropylpyridin-2-ylamino)pyridazin-3-ylamino)tetrahydro-2H-pyran-3-ylcarbamate), FC(C(=O)O)(F)F (trifluoroacetic acid). Solvent: [NH4+].[OH-] (NH4OH), ClCCl (dichloromethane), O (water), ClCCl (dichloromethane). Run at time 16 hour. Yields the product N[C@H]1COCC[C@H]1NC1=CC(=C(N=N1)C(=O)N)NC1=NC(=C(C=C1)F)C(C)C (6-((3R,4R)-3-aminotetrahydro-2H-pyran-4-ylamino)-4-(5-fluoro-6-isopropylpyridin-2-ylamino)pyridazine-3-carboxamide). Yield: 49.0%. RXN SMILES: [C:1]([C:4]1[N:9]=[N:8][C:7]([NH:10][C@@H:11]2[CH2:16][CH2:15][O:14][CH2:13][C@@H:12]2[NH:17]C(=O)OC(C)(C)C)=[CH:6][C:5]=1[NH:25][C:26]1[CH:31]=[CH:30][C:29]([F:32])=[C:28]([CH:33]([CH3:35])[CH3:34])[N:27]=1)(=[O:3])[NH2:2].FC(F)(F)C(O)=O>ClCCl.[NH4+].[OH-].O>[NH2:17][C@@H:12]1[C@H:11]([NH:10][C:7]2[N:8]=[N:9][C:4]([C:1]([NH2:2])=[O:3])=[C:5]([NH:25][C:26]3[CH:31]=[CH:30][C:29]([F:32])=[C:28]([CH:33]([CH3:35])[CH3:34])[N:27]=3)[CH:6]=2)[CH2:16][CH2:15][O:14][CH2:13]1 |f:3.4|. Procedure: To a solution of tert-butyl (3R,4R)-4-(6-carbamoyl-5-(5-fluoro-6-isopropylpyridin-2-ylamino)pyridazin-3-ylamino)tetrahydro-2H-pyran-3-ylcarbamate (100 mg, 204 μmol) in dichloromethane (3 mL) was added trifluoroacetic acid (466 mg, 315 μL, 4.1 mmol) and the mixture stirred at room temperature for 16 h. The mixture was diluted with 25% aqueous NH4OH, dichloromethane, and water. The organic phase was separated and washed with water (2×), then concentrated in vacuo and purified by chromatography (si... Starting materials: BrCCOc1ccc(OCc2ccc(-c3ccccc3)cc2)cc1, COC(=O)c1ccc(O)c(C(=O)NC2CCCC(C(=O)OC)C2)c1. Product: COC(=O)c1ccc(OCCOc2ccc(OCc3ccc(-c4ccccc4)cc3)cc2)c(C(=O)NC2CCCC(C(=O)OC)C2)c1. RXN SMILES: [Br:25][CH2:26][CH2:27][O:28][c:29]1[cH:30][cH:31][c:32]([O:33][CH2:34][c:35]2[cH:36][cH:37][c:38](-[c:41]3[cH:42][cH:43][cH:44][cH:45][cH:46]3)[cH:39][cH:40]2)[cH:47][cH:48]1.[OH:1][c:2]1[c:3]([C:12](=[O:13])[NH:14][CH:15]2[CH2:16][CH:17]([C:21](=[O:22])[O:23][CH3:24])[CH2:18][CH2:19][CH2:20]2)[cH:4][c:5]([C:6](=[O:7])[O:8][CH3:9])[cH:10][cH:11]1>>[O:1]([c:2]1[c:3]([C:12](=[O:13])[NH:14][CH:15]2[CH2:16][CH:17]([C:21](=[O:22])[O:23][CH3:24])[CH2:18][CH2:19][CH2:20]2)[cH:4][c:5]([C:6](=[O:7])[O:8][CH3:9])[cH:10][cH:11]1)[CH2:26][CH2:27][O:28][c:29]1[cH:30][cH:31][c:32]([O:33][CH2:34][c:35]2[cH:36][cH:37][c:38](-[c:41]3[cH:42][cH:43][cH:44][cH:45][cH:46]3)[cH:39][cH:40]2)[cH:47][cH:48]1.